describe an organic reaction: reactants, conditions, products, and yield From a dataset of the Open Reaction Database (ORD), a public repository of structured organic reaction records. Starting materials: C(=O)(C(=O)OCC)NC=1SC(=CC1[N+](=O)[O-])C1=CC=CC=C1 (2-Ethoxalylamino-5-phenyl-3-nitrothiophene), O (water). Reagents/catalysts: [Zn] (zinc). Solvent: C(C)(=O)O (acetic acid). Product: C1(=CC=CC=C1)C1=CC2=C(NC(C(N2)=O)=O)S1 (6-Phenylthieno(2,3-b]pyrazine-2,3(1H,4H)-dione). RXN SMILES: [C:1]([NH:8][C:9]1[S:10][C:11]([C:17]2[CH:22]=[CH:21][CH:20]=[CH:19][CH:18]=2)=[CH:12][C:13]=1[N+:14]([O-])=O)([C:3](OCC)=[O:4])=[O:2].O>C(O)(=O)C.[Zn]>[C:17]1([C:11]2[S:10][C:9]3[NH:8][C:1](=[O:2])[C:3](=[O:4])[NH:14][C:13]=3[CH:12]=2)[CH:22]=[CH:21][CH:20]=[CH:19][CH:18]=1. Procedure: 2-Ethoxalylamino-5-phenyl-3-nitrothiophene (641 mg, 2 mmol) was suspended in 35 ml of 80% acetic acid, and 1.31 g (20 mmol) of zinc dust was added in one portion with stirring. After 2 hours 70 ml of water was slowly added to the suspension, and the precipitate was isolated by filtration (483 mg). This crude product was purified by suspending in 20 ml of methylene chloride, filtering, and subsequent crystallisation by dissolving in 50 ml of boiling acetic acid and slow addition of 30 ml of water... Starting materials: S(=O)(Cl)Cl (thionyl chloride), O(C1=CC=CC=C1)C=1C=C(C(=O)O)C(=CN1)CCC(=O)OCC (2-phenoxy-5-ethoxycarbonylethylisonicotinic acid), resultant mixture. The solvent is CN(C=O)C (dimethylformamide). Product: O(C1=CC=CC=C1)C=1C=C(C(=O)Cl)C(=CN1)CCC(=O)OCC (2-phenoxy-5-ethoxycarbonylethylisonicotinoyl chloride). Reaction SMILES: S(Cl)([Cl:3])=O.[O:5]([C:12]1[CH:13]=[C:14]([C:18]([CH2:21][CH2:22][C:23]([O:25][CH2:26][CH3:27])=[O:24])=[CH:19][N:20]=1)[C:15](O)=[O:16])[C:6]1[CH:11]=[CH:10][CH:9]=[CH:8][CH:7]=1>CN(C)C=O>[O:5]([C:12]1[CH:13]=[C:14]([C:18]([CH2:21][CH2:22][C:23]([O:25][CH2:26][CH3:27])=[O:24])=[CH:19][N:20]=1)[C:15]([Cl:3])=[O:16])[C:6]1[CH:11]=[CH:10][CH:9]=[CH:8][CH:7]=1. Reported procedure: To thionyl chloride (3 ml), a mixture of 2-phenoxy-5-ethoxycarbonylethylisonicotinic acid (1.0 g) and dimethylformamide (a small amount) is added, and the resultant mixture is stirred at room temperature for 20 minutes. The reaction mixture is evaporated under reduced pressure to remove the thionyl chloride. The residue is mixed with dry benzene and evaporated again. The residue is dissolved in anhydrous ether, and the insoluble part is filtered off. The ether solution is evaporated to give 2-ph... Starting materials: C(C1=CC=CC=C1)(=O)OC[C@H]1OC([C@@H](C1)N1CCCC1)OC ([(2S,4R)-5-methoxy-4-pyrrolidin-1-yl-tetrahydrofuran-2-yl]methyl benzoate), C(C1=CC=CC=C1)(=O)OC[C@H]1OC([C@@H](C1)N1CCCC1)OC ([(2S,4R)-5-methoxy-4-pyrrolidin-1-yl-tetrahydrofuran-2-yl]methyl benzoate), [Si](C)(C)(C)OS(=O)(=O)C(F)(F)F (TMSOTf), NC=1NC(C2=C(N1)NC(S2)=O)=O (5-amino-3,6-dihydrothiazolo[4,5-d]pyrimidine-2,7-dione). Run in C(C)#N (ACN). Run at temperature 70 celsius, time 0.5 hour. Yields the product C(C1=CC=CC=C1)(=O)OC[C@H]1O[C@H]([C@@H](C1)N1CCCC1)N1C(SC2=C1N=C(NC2=O)N)=O ([(2S,4R,5R)-5-(5-amino-2,7-dioxo-6H-thiazolo[4,5-d]pyrimidin-3-yl)-4-pyrrolidin-1-yl-tetrahydrofuran-2-yl]methyl benzoate). Yield: 72.9%. Reaction SMILES: [NH2:1][C:2]1[NH:3][C:4](=[O:12])[C:5]2[S:10][C:9](=[O:11])[NH:8][C:6]=2[N:7]=1.[C:13]([O:21][CH2:22][C@@H:23]1[CH2:27][C@@H:26]([N:28]2[CH2:32][CH2:31][CH2:30][CH2:29]2)[CH:25](OC)[O:24]1)(=[O:20])[C:14]1[CH:19]=[CH:18][CH:17]=[CH:16][CH:15]=1.[Si](OS(C(F)(F)F)(=O)=O)(C)(C)C>C(#N)C>[C:13]([O:21][CH2:22][C@@H:23]1[CH2:27][C@@H:26]([N:28]2[CH2:32][CH2:31][CH2:30][CH2:29]2)[C@H:25]([N:8]2[C:6]3[N:7]=[C:2]([NH2:1])[NH:3][C:4](=[O:12])[C:5]=3[S:10][C:9]2=[O:11])[O:24]1)(=[O:20])[C:14]1[CH:15]=[CH:16][CH:17]=[CH:18][CH:19]=1. Procedure: To a suspension of 5-amino-3,6-dihydrothiazolo[4,5-d]pyrimidine-2,7-dione (138 mg, 0.75 mmol) in ACN (5 mL) was added BSA (535 mg, 2.6 mmol). The resulting reaction mixture was then stirred at 70° C. under argon for 0.5 hour to form a clear solution. After the solution was cooled to room temperature, [(2S,4R)-5-methoxy-4-pyrrolidin-1-yl-tetrahydrofuran-2-yl]methyl benzoate (compound 32d, 230 mg, 0.75 mmol) and TMSOTf (832 mg, 3.75 mmol) were added in sequence. After being heated with stirring at... Starting materials: C1CCOC1, CC(C)[N-]C(C)C, ClCCBr, [Li+], C=C(C)C1(CC(=O)OC(C)(C)C)CCN(CCc2ccccc2)C1=O. The product is C=C(C)C1(C(CCCl)C(=O)OC(C)(C)C)CCN(CCc2ccccc2)C1=O. RXN SMILES: [CH2:38]1[O:39][CH2:40][CH2:41][CH2:42]1.[CH3:27][CH:28]([N-:29][CH:30]([CH3:31])[CH3:32])[CH3:33].[Cl:34][CH2:35][CH2:36][Br:37].[Li+:26].[O:1]=[C:2]1[N:3]([CH2:18][CH2:19][c:20]2[cH:21][cH:22][cH:23][cH:24][cH:25]2)[CH2:4][CH2:5][C:6]1([CH2:7][C:8](=[O:9])[O:10][C:11]([CH3:12])([CH3:13])[CH3:14])[C:15](=[CH2:16])[CH3:17]>>[O:1]=[C:2]1[N:3]([CH2:18][CH2:19][c:20]2[cH:21][cH:22][cH:23][cH:24][cH:25]2)[CH2:4][CH2:5][C:6]1([CH:7]([C:8](=[O:9])[O:10][C:11]([CH3:12])([CH3:13])[CH3:14])[CH2:36][CH2:35][Cl:34])[C:15](=[CH2:16])[CH3:17]. Reactants: C(C)(=O)OCCC(C)(C)OC(CCOC(C)=O)(C)C (3,3′-oxybis(3-methylbutan-1-yl) diacetate). Run in N (ammonia). Reaction conditions: time 8 hour. Product: O(C(CCO)(C)C)C(CCO)(C)C (3,3′-Oxybis(3-methylbutan-1-ol)). As a reaction SMILES: C([O:4][CH2:5][CH2:6][C:7]([O:10][C:11]([CH3:19])([CH3:18])[CH2:12][CH2:13][O:14]C(=O)C)([CH3:9])[CH3:8])(=O)C>N>[O:10]([C:11]([CH3:19])([CH3:18])[CH2:12][CH2:13][OH:14])[C:7]([CH3:8])([CH3:9])[CH2:6][CH2:5][OH:4]. Procedure details: To a flask containing 3,3′-oxybis(3-methylbutan-1-yl) diacetate (0.274 g, 1 mmol), was added 10 mL of 2.0N methanolic ammonia and the reaction was stirred overnight at room temperature. Solvent was then removed under reduced pressure. Compound was then dissolved in 20 mL diethyl ether and precipitate was filtered out. Filtrate was then reduced under vacuum to yield a colorless liquid. (0.187 g yield) 1H NMR (400 MHz, CDCl3): δ 1.61 (s, 12H), 2.04 (t, J=6.6, 4H), 3.88 (t, J=6.6, 4H). Reactants: OS(=O)(=O)O (H2SO4), [H-].[H-].[H-].[H-].[Li+].[Al+3] (LiAlH4), CCOCC (ether), C(C)OC(C(C)OCCCCCCCCCC)=O ((-)-ethyl-2-decyloxypropionate). The solvent is O (water). Run at time 5 hour. Product: C(CCCCCCCCC)OC(CO)C ((+)-2-decyloxypropanol). The yield is 60.6%. RXN SMILES: [H-].[H-].[H-].[H-].[Li+].[Al+3].CCOCC.C([O:14][C:15](=O)[CH:16]([O:18][CH2:19][CH2:20][CH2:21][CH2:22][CH2:23][CH2:24][CH2:25][CH2:26][CH2:27][CH3:28])[CH3:17])C.OS(O)(=O)=O>O>[CH2:19]([O:18][CH:16]([CH3:17])[CH2:15][OH:14])[CH2:20][CH2:21][CH2:22][CH2:23][CH2:24][CH2:25][CH2:26][CH2:27][CH3:28] |f:0.1.2.3.4.5|. Procedure details: 2.2 g of LiAlH4 was added to 80 ml of ether and the mixture was stirred for 5 hours. To the mixture was added dropwise 13.6 g of (-)-ethyl-2-decyloxypropionate in the same manner as in Example 7, and themixture was stirred for 15 minutes. Then, 50 ml of water and further 50 ml of 5% H2SO4 aqueous solution were added thereto. The ether layer was separated, dried with MgSO4 and filtrated. Ether was distilled off and the residue was subjected to distillation under reduced pressure, whereby 6.9 g of... Reactants: O=C([O-])[O-], CC(=O)CC(C)=O, CCO, ClCCCc1ccccc1CCl, [K+], [K+]. The product is CC(=O)CCc1ccccc1CCCCl. As a reaction SMILES: [C:20](=[O:21])([O-:22])[O-:23].[CH3:13][C:14]([CH2:15][C:16]([CH3:17])=[O:18])=[O:19].[CH3:26][CH2:27][OH:28].[Cl:1][CH2:2][CH2:3][CH2:4][c:5]1[c:6]([CH2:7][Cl:8])[cH:9][cH:10][cH:11][cH:12]1.[K+:24].[K+:25]>>[Cl:1][CH2:2][CH2:3][CH2:4][c:5]1[c:6]([CH2:7][CH2:15][C:16]([CH3:17])=[O:18])[cH:9][cH:10][cH:11][cH:12]1. The reactants are BrC=1C=NNC1 (4-bromopyrazole), [C@@H]1([C@@H](CCCC1)N)N (trans-1,2-cyclohexanediamine), C([O-])([O-])=O.[K+].[K+] (potassium carbonate), IC=1C(=NC=CC1)NC(C(C)(C)C)=O (N-(3-iodo-pyridin-2-yl)-2,2-dimethyl-propionamide). The reagents and catalysts are [Cu]I (copper (I) iodide). Solvent: C1(=CC=CC=C1)C (toluene). Conditions: temperature 110 celsius, time 8 hour. Yields the product BrC=1C=NN(C1)C=1C(=NC=CC1)NC(C(C)(C)C)=O (N-(3-(4-Bromo-pyrazol-1-yl)-pyridin-2-yl)-2,2-dimethyl-propionamide). Yield: 53.4%. RXN SMILES: I[C:2]1[C:3]([NH:8][C:9](=[O:14])[C:10]([CH3:13])([CH3:12])[CH3:11])=[N:4][CH:5]=[CH:6][CH:7]=1.[Br:15][C:16]1[CH:17]=[N:18][NH:19][CH:20]=1.[C@@H]1(N)CCCC[C@H]1N.C(=O)([O-])[O-].[K+].[K+]>[Cu]I.C1(C)C=CC=CC=1>[Br:15][C:16]1[CH:17]=[N:18][N:19]([C:2]2[C:3]([NH:8][C:9](=[O:14])[C:10]([CH3:13])([CH3:12])[CH3:11])=[N:4][CH:5]=[CH:6][CH:7]=2)[CH:20]=1 |f:3.4.5|. Procedure: To a mixture of N-(3-iodo-pyridin-2-yl)-2,2-dimethyl-propionamide (380 mg, 1.2 mmol) described in Manufacturing Example 39-1-2 and toluene (10 mL) were added 4-bromopyrazole (160 mg, 1.1 mmol), copper (I) iodide (11 mg, 0.056 mmol), trans-1,2-cyclohexanediamine (26 mg, 0.22 mmol) and potassium carbonate (340 mg, 2.5 mmol) at room temperature, which was stirred overnight at 110° C. The reaction mixture was concentrated under a reduced pressure. The residue was purified by NH silica gel column chr... RXN SMILES: [C:2]([CH3:3])([CH3:4])([CH3:5])[O:6][C:7](=[O:8])[N:9]1[CH2:10][CH2:11][CH:12]([CH2:15][CH:16]([CH2:17][S:18][CH2:19][c:20]2[cH:21][cH:22][cH:23][cH:24][cH:25]2)[C:26](=[O:27])[OH:28])[CH2:13][CH2:14]1.[CH2:32]1[O:33][CH2:34][CH2:35][CH2:36]1.[Cl-:30].[NH3:29].[NH4+:31].[Na:1]>>[C:2]([CH3:3])([CH3:4])([CH3:5])[O:6][C:7](=[O:8])[N:9]1[CH2:10][CH2:11][CH:12]([CH2:15][CH:16]([CH2:17][SH:18])[C:26](=[O:27])[OH:28])[CH2:13][CH2:14]1. The product is CC(C)(C)OC(=O)N1CCC(CC(CS)C(=O)O)CC1. Reactants: CC(C)(C)OC(=O)N1CCC(CC(CSCc2ccccc2)C(=O)O)CC1, C1CCOC1, [Cl-], N, [NH4+], [Na]. Starting materials: CN1C(=C(C2=CC(=CC=C12)[N+](=O)[O-])C1=CC=CC=C1)C(=O)OCC (ethyl 1-methyl-5-nitro-3-phenyl-1H-indole-2-carboxylate), FC(OC1=CC=C(C=C1)S(=O)(=O)Cl)(F)F (4-trifluoromethoxy-benzenesulfonyl chloride). Product: CN1C(=C(C2=CC(=CC=C12)NS(=O)(=O)C1=CC=C(C=C1)OC(F)(F)F)C1=CC=CC=C1)C(=O)O (1-methyl-3-phenyl-5-({[4-(trifluoromethoxy)phenyl]sulfonyl}amino)-1H-indole-2-carboxylic acid). Reaction SMILES: [CH3:1][N:2]1[C:10]2[C:5](=[CH:6][C:7]([N+:11]([O-])=O)=[CH:8][CH:9]=2)[C:4]([C:14]2[CH:19]=[CH:18][CH:17]=[CH:16][CH:15]=2)=[C:3]1[C:20]([O:22]CC)=[O:21].[F:25][C:26]([F:39])([F:38])[O:27][C:28]1[CH:33]=[CH:32][C:31]([S:34](Cl)(=[O:36])=[O:35])=[CH:30][CH:29]=1>>[CH3:1][N:2]1[C:10]2[C:5](=[CH:6][C:7]([NH:11][S:34]([C:31]3[CH:30]=[CH:29][C:28]([O:27][C:26]([F:25])([F:38])[F:39])=[CH:33][CH:32]=3)(=[O:36])=[O:35])=[CH:8][CH:9]=2)[C:4]([C:14]2[CH:15]=[CH:16][CH:17]=[CH:18][CH:19]=2)=[C:3]1[C:20]([OH:22])=[O:21]. Reported procedure: The title compound was prepared from ethyl 1-methyl-5-nitro-3-phenyl-1H-indole-2-carboxylate and 4-trifluoromethoxy-benzenesulfonyl chloride followed the procedures of Example 1 Step 2 & Step 3 as an off-white solid: 1H NMR (DMSO-d6) δ 3.95 (s, 3H), 6.98 (d, J=2.8 Hz, 1H, 7.11 (dd, J=8.8, 1.7 Hz, 1H, 7.21 (d, J=8.0 Hz, 2H, 7.30-7.45 (m, 3H, 7.50-7.60 (m, 3H, 7.74 (d, J=8.7 Hz, 2H, 9.98 (s, 1H, 13.00 (br s, 1H; MS (ESI) m/z 489[M-H]−; HRMS calcd for C23H18F3N2O5S: 491.0886; found (ESI+): 491.0878...